From a dataset of the Open Reaction Database (ORD), a public repository of structured organic reaction records. describe an organic reaction: reactants, conditions, products, and yield Starting materials: CN1C(=O)C(Cc2ccccc2)NC1C(C)(C)C, c1ccc(Cn2ccc3ccccc32)cc1, CC=CC=O, CC(C)O, ClCCl, O=C(O)c1ccc([N+](=O)[O-])cc1[N+](=O)[O-]. The product is CC(CC=O)c1cn(Cc2ccccc2)c2ccccc12. RXN SMILES: [CH2:37]([CH:38]1[NH:39][CH:40]([C:41]([CH3:42])([CH3:43])[CH3:44])[N:45]([CH3:46])[C:47]1=[O:48])[c:49]1[cH:50][cH:51][cH:52][cH:53][cH:54]1.[CH2:6]([c:7]1[cH:8][cH:9][cH:10][cH:11][cH:12]1)[n:13]1[cH:14][cH:15][c:16]2[cH:17][cH:18][cH:19][cH:20][c:21]12.[CH:1]([CH:2]=[CH:3][CH3:4])=[O:5].[CH:58]([OH:59])([CH3:60])[CH3:61].[Cl:55][CH2:56][Cl:57].[N+:22]([c:23]1[cH:24][c:25]([N+:26]([O-:27])=[O:28])[cH:29][cH:30][c:31]1[C:32]([OH:33])=[O:34])([O-:35])=[O:36]>>[CH:1]([CH2:2][CH:3]([CH3:4])[c:15]1[cH:14][n:13]([CH2:6][c:7]2[cH:8][cH:9][cH:10][cH:11][cH:12]2)[c:21]2[c:16]1[cH:17][cH:18][cH:19][cH:20]2)=[O:5]. Starting materials: O=C1CCC(=O)N1Br, ClC(Cl)(Cl)Cl, Cc1ccc2sccc2c1, N#CC1(N=NC2(C#N)CCCCC2)CCCCC1. Yields the product BrCc1ccc2sccc2c1. RXN SMILES: [Br:1][N:2]1[C:3](=[O:4])[CH2:5][CH2:6][C:7]1=[O:8].[C:37]([Cl:38])([Cl:39])([Cl:40])[Cl:41].[CH3:27][c:28]1[cH:29][cH:30][c:31]2[c:32]([cH:33][cH:34][s:35]2)[cH:36]1.[N:9]([C:10]1([C:11]#[N:12])[CH2:13][CH2:14][CH2:15][CH2:16][CH2:17]1)=[N:18][C:19]1([C:20]#[N:21])[CH2:22][CH2:23][CH2:24][CH2:25][CH2:26]1>>[Br:1][CH2:27][c:28]1[cH:29][cH:30][c:31]2[c:32]([cH:33][cH:34][s:35]2)[cH:36]1. Starting materials: O=C([O-])[O-], CC[N+](CC)(CC)Cc1ccccc1, COC(=O)CN, ClC(Cl)Cl, [Cl-], Cl, [K+], [K+], O=C(O)c1cccnc1, Cc1ccc(S(=O)(=O)Cl)cc1. Product: COC(=O)CNC(=O)c1cccnc1. Reaction SMILES: [C:21](=[O:22])([O-:23])[O-:24].[CH2:35]([N+:36]([CH2:37][CH3:38])([CH2:39][CH3:40])[CH2:41][CH3:42])[c:43]1[cH:44][cH:45][cH:46][cH:47][cH:48]1.[CH3:28][O:29][C:30]([CH2:31][NH2:32])=[O:33].[CH:49]([Cl:50])([Cl:51])[Cl:52].[Cl-:34].[ClH:27].[K+:25].[K+:26].[OH:1][C:2](=[O:3])[c:4]1[cH:5][cH:6][cH:7][n:8][cH:9]1.[c:10]1([CH3:11])[cH:12][cH:13][c:14]([S:15]([Cl:16])(=[O:17])=[O:18])[cH:19][cH:20]1>>[C:2](=[O:3])([c:4]1[cH:5][cH:6][cH:7][n:8][cH:9]1)[NH:32][CH2:31][C:30]([O:29][CH3:28])=[O:33]. Starting materials: C(C1=CC=CC=C1)[C@@H](C(=O)N1CC(C1)=O)NC(=O)C=1NC2=CC=C(C=C2C1)Cl (5-chloro-1H-indole-2-carboxylic acid [(1S)-benzyl-2-(3-oxo-azetidin-1-yl)-2-oxo-ethyl]-amide), product, O.O.O.C(C)(=O)[O-].[Na+] (sodium acetate trihydrate), Cl.NO (hydroxylamine hydrochloride). The solvent is CO (methanol). Product: C(C1=CC=CC=C1)[C@@H](C(=O)N1CC(C1)=NO)NC(=O)C=1NC2=CC=C(C=C2C1)Cl (5-Chloro-1H-indole-2-carboxylic acid [(1S)-benzyl-2-(3-hydroxyimino-azetidin-1-yl)-2-oxo-ethyl]-amide). As a reaction SMILES: [CH2:1]([C@H:8]([NH:16][C:17]([C:19]1[NH:20][C:21]2[C:26]([CH:27]=1)=[CH:25][C:24]([Cl:28])=[CH:23][CH:22]=2)=[O:18])[C:9]([N:11]1[CH2:14][C:13](=O)[CH2:12]1)=[O:10])[C:2]1[CH:7]=[CH:6][CH:5]=[CH:4][CH:3]=1.[OH2:29].O.O.C([O-])(=O)C.[Na+].Cl.[NH2:38]O>CO>[CH2:1]([C@H:8]([NH:16][C:17]([C:19]1[NH:20][C:21]2[C:26]([CH:27]=1)=[CH:25][C:24]([Cl:28])=[CH:23][CH:22]=2)=[O:18])[C:9]([N:11]1[CH2:12][C:13](=[N:38][OH:29])[CH2:14]1)=[O:10])[C:2]1[CH:7]=[CH:6][CH:5]=[CH:4][CH:3]=1 |f:1.2.3.4.5,6.7|. Procedure details: A solution of 5-chloro-1H-indole-2-carboxylic acid [(1S)-benzyl-2-(3-oxo-azetidin-1-yl)-2-oxo-ethyl]-amide (product of Example 170, 50 mg, 0.13 mmol), sodium acetate trihydrate (43 mg, 0.32 mmol) and hydroxylamine hydrochloride (18 mg, 0.25 mmol) in methanol (2 mL) was heated at reflux for 8 h and concentrated. The residue was partitioned between dichloromethane and saturated aqueous NaHCO3. The organic layer was separated and dried giving a colorless solid which was triturated with ether-hexane... Starting materials: CC1=C(C(=O)Cl)C=CC=C1C(C1=CC=C(C=C1)Cl)=O (2-methyl-3-(p-chlorobenzoyl)-benzoic acid chloride), S(=O)(=O)([O-])[O-].[Ba+2] (barium sulfate), solution, Cl (hydrochloric acid), CCCCC1=CC2=CC=CC=C2C(=N1)OCCN(C)C (quinolein), [S] (sulfur), [H][H] (hydrogen). Run in C=1(C(=CC=CC1)C)C (xylene), C=1(C(=CC=CC1)C)C (xylene). Run at temperature 130 celsius, time 45 minute. Yields the product CC1=C(C=O)C=CC=C1C(C1=CC=C(C=C1)Cl)=O (2-methyl-3-(p-chlorobenzoyl)-benzaldehyde). Isolated yield 62.7%. Reaction SMILES: [CH3:1][C:2]1[C:10]([C:11](=[O:19])[C:12]2[CH:17]=[CH:16][C:15]([Cl:18])=[CH:14][CH:13]=2)=[CH:9][CH:8]=[CH:7][C:3]=1[C:4](Cl)=[O:5].S([O-])([O-])(=O)=O.[Ba+2].CCCCC1N=C(OCCN(C)C)C2C(=CC=CC=2)C=1.[S].[H][H].Cl>C1(C)C(C)=CC=CC=1>[CH3:1][C:2]1[C:10]([C:11](=[O:19])[C:12]2[CH:17]=[CH:16][C:15]([Cl:18])=[CH:14][CH:13]=2)=[CH:9][CH:8]=[CH:7][C:3]=1[CH:4]=[O:5] |f:1.2,^3:45|. Reported procedure: A mixture of 43.92 g of 2-methyl-3-(p-chlorobenzoyl)-benzoic acid chloride, 450 ml of xylene, 4.5 g of barium sulfate containing 10% palladium and 0.4 ml of a solution obtaining by refluxing 6 g of quinolein and 1 g of sulfur for 5 hours was cooled and then was diluted with 70 ml of xylene. The mixture was stirred at 130° C. while passing hydrogen therethrough for 45 minutes and the said temperature was held until evolution of hydrochloric acid ceased. An inert gas was passed therethrough at 130... Starting materials: CCCCCCCCSC#N, C#CCO, CCCCCC, CN(C)P(=O)(N(C)C)N(C)C, [Li]CCCC, C1CCOC1. Yields the product CCCCCCCCSC#CCO. Reaction SMILES: [CH2:16]([CH2:17][CH2:18][CH2:19][CH2:20][CH2:21][CH2:22][CH3:23])[S:24][C:25]#[N:26].[CH2:1]([C:2]#[CH:3])[OH:4].[CH3:10][CH2:11][CH2:12][CH2:13][CH2:14][CH3:15].[CH3:32][N:33]([CH3:34])[P:35]([N:36]([CH3:37])[CH3:38])([N:39]([CH3:40])[CH3:41])=[O:42].[Li:5][CH2:6][CH2:7][CH2:8][CH3:9].[O:27]1[CH2:28][CH2:29][CH2:30][CH2:31]1>>[CH2:1]([C:2]#[C:3][S:24][CH2:16][CH2:17][CH2:18][CH2:19][CH2:20][CH2:21][CH2:22][CH3:23])[OH:4]. The reactants are cuprous bromide, Br (hydrobromic acid), N(=O)[O-].[Na+] (sodium nitrite), NC=1C=C2C=CC(=CC2=CC1)S(=O)(=O)O (6-amino-2-naphthalene-sulphonic acid), Cl (hydrochloric acid). The solvent is O (water), O (water). Reaction conditions: temperature 0 celsius, time 30 minute. Yields the product BrC=1C=C2C=CC(=CC2=CC1)S(=O)(=O)O (6-bromo-2-naphthalenesulphonic acid). Isolated yield 22.0%. As a reaction SMILES: N([O-])=O.[Na+].N[C:6]1[CH:7]=[C:8]2[C:13](=[CH:14][CH:15]=1)[CH:12]=[C:11]([S:16]([OH:19])(=[O:18])=[O:17])[CH:10]=[CH:9]2.Cl.[BrH:21]>O>[Br:21][C:6]1[CH:7]=[C:8]2[C:13](=[CH:14][CH:15]=1)[CH:12]=[C:11]([S:16]([OH:19])(=[O:18])=[O:17])[CH:10]=[CH:9]2 |f:0.1|. Procedure details: A solution of sodium nitrite (2.7 g) in water (5 ml) was added during 2 hours to a stirred mixture of 6-amino-2-naphthalene-sulphonic acid (8.8 g), dilute aqueous hydrochloric acid (2.8% weight/volume, 20 ml) and water (15 ml) which had been cooled to 0° C. The mixture was stirred at 0° C. for 30 minutes and poured onto a stirred suspension of cuprous bromide (5.34 g) in dilute aqueous hydrobromic acid (2.8%, 20 ml). The mixture was stored at ambient temperature for 18 hours. The mixture was eva... Reactants: CCNCC, C#CC(C)(C)O, [Cu]I, CN1Cc2c(I)ncn2-c2ccc(F)cc2C1=O, Cl[Pd]Cl, c1ccc(P(c2ccccc2)c2ccccc2)cc1, c1ccc(P(c2ccccc2)c2ccccc2)cc1. The product is CN1Cc2c(C#CC(C)(C)O)ncn2-c2ccc(F)cc2C1=O. Reaction SMILES: [CH2:25]([NH:26][CH2:27][CH3:28])[CH3:29].[CH3:19][C:20]([CH3:21])([C:22]#[CH:23])[OH:24].[Cu:71][I:72].[F:1][c:2]1[cH:3][cH:4][c:5]2[c:6]([cH:18]1)[C:7](=[O:17])[N:8]([CH3:16])[CH2:9][c:10]1[n:11]-2[cH:12][n:13][c:14]1[I:15].[Pd:30]([Cl:31])[Cl:32].[c:33]1([P:34]([c:35]2[cH:36][cH:37][cH:38][cH:39][cH:40]2)[c:41]2[cH:42][cH:43][cH:44][cH:45][cH:46]2)[cH:47][cH:48][cH:49][cH:50][cH:51]1.[c:52]1([P:53]([c:54]2[cH:55][cH:56][cH:57][cH:58][cH:59]2)[c:60]2[cH:61][cH:62][cH:63][cH:64][cH:65]2)[cH:66][cH:67][cH:68][cH:69][cH:70]1>>[F:1][c:2]1[cH:3][cH:4][c:5]2[c:6]([cH:18]1)[C:7](=[O:17])[N:8]([CH3:16])[CH2:9][c:10]1[n:11]-2[cH:12][n:13][c:14]1[C:23]#[C:22][C:20]([CH3:19])([CH3:21])[OH:24].